describe an organic reaction: reactants, conditions, products, and yield From a dataset of the Open Reaction Database (ORD), a public repository of structured organic reaction records. Reactants: BrC=1C=C(C=NC1Cl)C(=O)O (5-bromo-6-chloro-3-pyridinecarboxylic acid), NC[C@@H]1[C@@H](CCCC1)O (cis-2-aminomethyl-1-cyclohexanol), N1=CC=C(C=C1)CO (4-pyridinemethanol), ClC1=CC=C(C=C1)B(O)O ((4-chloro-phenyl)-boronic acid). The product is ClC1=CC=C(C=C1)C=1C(=NC=C(C(=O)NC[C@H]2[C@H](CCCC2)O)C1)OCC1=CC=NC=C1 (cis-5-(4-chloro-phenyl)-N-(2-hydroxy-cyclohexylmethyl)-6-(pyridin-4-ylmethoxy)-nicotinamide). As a reaction SMILES: Br[C:2]1[CH:3]=[C:4]([C:9]([OH:11])=O)[CH:5]=[N:6][C:7]=1Cl.[N:12]1[CH:17]=[CH:16][C:15]([CH2:18][OH:19])=[CH:14][CH:13]=1.[Cl:20][C:21]1[CH:26]=[CH:25][C:24](B(O)O)=[CH:23][CH:22]=1.[NH2:30][CH2:31][C@H:32]1[CH2:37][CH2:36][CH2:35][CH2:34][C@H:33]1[OH:38]>>[Cl:20][C:21]1[CH:26]=[CH:25][C:24]([C:2]2[C:7]([O:19][CH2:18][C:15]3[CH:16]=[CH:17][N:12]=[CH:13][CH:14]=3)=[N:6][CH:5]=[C:4]([CH:3]=2)[C:9]([NH:30][CH2:31][C@@H:32]2[CH2:37][CH2:36][CH2:35][CH2:34][C@@H:33]2[OH:38])=[O:11])=[CH:23][CH:22]=1. Reported procedure: The title compound was synthesized in analogy to Example 75, using 5-bromo-6-chloro-3-pyridinecarboxylic acid, 4-pyridinemethanol, (4-chloro-phenyl)-boronic acid and cis-2-aminomethyl-1-cyclohexanol as starting materials to yield cis-5-(4-chloro-phenyl)-N-(2-hydroxy-cyclohexylmethyl)-6-(pyridin-4-ylmethoxy)-nicotinamide, MS (ISP) 452.1 (M+H)+. Starting materials: O=C([O-])[O-], CC(C)(C)OC(=O)NC(CC(=O)O)c1ccc(Cl)cc1, CI, [K+], [K+], CN(C)C=O. Product: COC(=O)CC(NC(=O)OC(C)(C)C)c1ccc(Cl)cc1. Reaction SMILES: [C:23](=[O:24])([O-:25])[O-:26].[C:3]([CH3:4])([CH3:5])([CH3:6])[O:7][C:8](=[O:9])[NH:10][CH:11]([CH2:12][C:13](=[O:14])[OH:15])[c:16]1[cH:17][cH:18][c:19]([Cl:22])[cH:20][cH:21]1.[I:1][CH3:2].[K+:27].[K+:28].[O:29]=[CH:30][N:31]([CH3:32])[CH3:33]>>[C:3]([CH3:4])([CH3:5])([CH3:6])[O:7][C:8](=[O:9])[NH:10][CH:11]([CH2:12][C:13](=[O:14])[O:15][CH3:23])[c:16]1[cH:17][cH:18][c:19]([Cl:22])[cH:20][cH:21]1.